The task is: describe an organic reaction: reactants, conditions, products, and yield. This data is from the Open Reaction Database (ORD), a public repository of structured organic reaction records. Reaction SMILES: [Br:1][C:2]1[C:3]([O:16][CH3:17])=[N:4][CH:5]=[C:6]([N+:13]([O-])=O)[C:7]=1/[CH:8]=[CH:9]/N(C)C.Cl.[OH-].[Na+]>[Fe].CCO>[Br:1][C:2]1[C:3]([O:16][CH3:17])=[N:4][CH:5]=[C:6]2[NH:13][CH:9]=[CH:8][C:7]=12 |f:2.3|. Yield: 77.8%. Product: BrC1=C2C(=CN=C1OC)NC=C2 (4-Bromo-5-methoxy-1H-pyrrolo[2,3-c]pyridine). Reaction conditions: temperature 90 celsius. The reactants are Cl (HCl), [OH-].[Na+] (NaOH), BrC=1C(=NC=C(C1/C=C/N(C)C)[N+](=O)[O-])OC ([(E)-2-(3-Bromo-2-methoxy-5-nitro-pyridin-4-yl)-vinyl]-dimethyl-amine). Run in CCO (EtOH). The reagents and catalysts are [Fe] (Iron). Reported procedure: In A suspension of Iron powder (1.62 g, 28.9 mmol, 5.5 eq), [(E)-2-(3-Bromo-2-methoxy-5-nitro-pyridin-4-yl)-vinyl]-dimethyl-amine (1.59 g, 5.27 mmol), and EtOH (0.05M) were stirred while heating to 90° C. To the suspension was added dropwise concentrated HCl (1.6 mL) and the suspension refluxed (100° C.) for 2 hr. The reaction was cooled and neutralized by pouring reaction mixture into 200 mL of 1N NaOH and stirring. The resulting mixture was extracted with EtOAc (3×100 mL), the combined organic...